Dataset: the Open Reaction Database (ORD), a public repository of structured organic reaction records. Task: describe an organic reaction: reactants, conditions, products, and yield Reactants: BrCC1CCOCC1, O=C([O-])[O-], CCOC(C)=O, CCCCCNc1nc(N)c2nc(OC)[nH]c2n1, O=C(O)C(F)(F)F, [K+], [K+], CN(C)C=O. The product is CCCCCNc1nc(N)c2nc(OC)n(CC3CCOCC3)c2n1. RXN SMILES: [Br:32][CH2:33][CH:34]1[CH2:35][CH2:36][O:37][CH2:38][CH2:39]1.[C:26](=[O:27])([O-:28])[O-:29].[CH3:45][CH2:46][O:47][C:48]([CH3:49])=[O:50].[CH3:8][O:9][c:10]1[nH:11][c:12]2[n:13][c:14]([NH:20][CH2:21][CH2:22][CH2:23][CH2:24][CH3:25])[n:15][c:16]([NH2:19])[c:17]2[n:18]1.[F:1][C:2]([F:3])([F:4])[C:5]([OH:6])=[O:7].[K+:30].[K+:31].[O:40]=[CH:41][N:42]([CH3:43])[CH3:44]>>[CH3:8][O:9][c:10]1[n:11]([CH2:33][CH:34]2[CH2:35][CH2:36][O:37][CH2:38][CH2:39]2)[c:12]2[n:13][c:14]([NH:20][CH2:21][CH2:22][CH2:23][CH2:24][CH3:25])[n:15][c:16]([NH2:19])[c:17]2[n:18]1. As a reaction SMILES: [C-:3]#[N:4].[CH2:33]1[O:34][CH2:35][CH2:36][CH2:37]1.[CH3:38][CH2:39][OH:40].[Cl-:1].[F:6][c:7]1[n:8]([C:14]([c:15]2[cH:16][cH:17][cH:18][cH:19][cH:20]2)([c:21]2[cH:22][cH:23][cH:24][cH:25][cH:26]2)[c:27]2[cH:28][cH:29][cH:30][cH:31][cH:32]2)[cH:9][c:10]([CH:12]=[O:13])[n:11]1.[NH4+:2].[Na+:5]>>[NH2:2][CH:12]([C:3]#[N:4])[c:10]1[cH:9][n:8]([C:14]([c:15]2[cH:16][cH:17][cH:18][cH:19][cH:20]2)([c:21]2[cH:22][cH:23][cH:24][cH:25][cH:26]2)[c:27]2[cH:28][cH:29][cH:30][cH:31][cH:32]2)[c:7]([F:6])[n:11]1. Product: N#CC(N)c1cn(C(c2ccccc2)(c2ccccc2)c2ccccc2)c(F)n1. Starting materials: [C-]#N, C1CCOC1, CCO, [Cl-], O=Cc1cn(C(c2ccccc2)(c2ccccc2)c2ccccc2)c(F)n1, [NH4+], [Na+].